Task: describe an organic reaction: reactants, conditions, products, and yield. Dataset: the Open Reaction Database (ORD), a public repository of structured organic reaction records Reactants: O (water), BrCCCCCCCCCC(C(=O)OC)(C)C (methyl 11-bromo-2,2-dimethylundecanoate), C1(C=2C(C(N1)=O)=CC=CC2)=O.[K] (potassium phthalimide). Solvent: CN(C=O)C (N,N-dimethylformamide), CN(C=O)C (N,N-dimethylformamide). Run at temperature 80 celsius. Yields the product C1(C=2C(C(N1CCCCCCCCCC(C(=O)OC)(C)C)=O)=CC=CC2)=O (methyl 11-phthalimido-2,2-dimethylundecanoate). Isolated yield 103.0%. Reaction SMILES: Br[CH2:2][CH2:3][CH2:4][CH2:5][CH2:6][CH2:7][CH2:8][CH2:9][CH2:10][C:11]([CH3:17])([CH3:16])[C:12]([O:14][CH3:15])=[O:13].[C:18]1(=[O:28])[NH:22][C:21](=[O:23])[C:20]2=[CH:24][CH:25]=[CH:26][CH:27]=[C:19]12.[K].O>CN(C)C=O>[C:18]1(=[O:28])[N:22]([CH2:2][CH2:3][CH2:4][CH2:5][CH2:6][CH2:7][CH2:8][CH2:9][CH2:10][C:11]([CH3:17])([CH3:16])[C:12]([O:14][CH3:15])=[O:13])[C:21](=[O:23])[C:20]2=[CH:24][CH:25]=[CH:26][CH:27]=[C:19]12 |f:1.2,^1:28|. Procedure details: 12.3 g of methyl 11-bromo-2,2-dimethylundecanoate in solution in 70 cm3 of N,N-dimethylformamide are added to 8.2 g of potassium phthalimide in 70 cm3 of N,N-dimethylformamide and the mixture is heated for 3 hours at a temperature in the region of 80° C. The solution is cooled to a temperature in the region of 20° C. and then poured into 1400 cm3 of distilled water. Acidification is carried out to a pH in the region of 2 using 4N hydrochloric acid and extraction is then carried out with a total ...